From a dataset of the Open Reaction Database (ORD), a public repository of structured organic reaction records. describe an organic reaction: reactants, conditions, products, and yield Reactants: Clc1ccc2c(c1)CCc1ccccc1C2=CBr, Nc1cccc(B(O)O)c1. Product: Nc1cccc(C=C2c3ccccc3CCc3cc(Cl)ccc32)c1. RXN SMILES: [Br:1][CH:2]=[C:3]1[c:4]2[c:5]([cH:15][cH:16][cH:17][cH:18]2)[CH2:6][CH2:7][c:8]2[c:9]1[cH:10][cH:11][c:12]([Cl:14])[cH:13]2.[NH2:19][c:20]1[cH:21][c:22]([B:26]([OH:27])[OH:28])[cH:23][cH:24][cH:25]1>>[CH:2](=[C:3]1[c:4]2[c:5]([cH:15][cH:16][cH:17][cH:18]2)[CH2:6][CH2:7][c:8]2[c:9]1[cH:10][cH:11][c:12]([Cl:14])[cH:13]2)[c:22]1[cH:21][c:20]([NH2:19])[cH:25][cH:24][cH:23]1. Starting materials: CC(=O)OC(C)CCCCCl, [I-], [Na+]. RXN SMILES: [C:1]([CH3:2])(=[O:3])[O:4][CH:5]([CH2:6][CH2:7][CH2:8][CH2:9][Cl:10])[CH3:11].[I-:13].[Na+:12]>>[C:1]([CH3:2])(=[O:3])[O:4][CH:5]([CH2:6][CH2:7][CH2:8][CH2:9][I:13])[CH3:11]. Product: CC(=O)OC(C)CCCCI.